Dataset: the Open Reaction Database (ORD), a public repository of structured organic reaction records. Task: describe an organic reaction: reactants, conditions, products, and yield The reactants are OC1=C(C=C2C(=NC=NC2=C1)N1CCN(CC1)C(=O)OC(C)(C)C)OC (tert-butyl 4-(7-hydroxy-6-methoxyquinazolin-4-yl)piperazinecarboxylate), C(=O)([O-])[O-].[Cs+].[Cs+] (Cs2CO3), ClC(C)OS(=O)(=O)C1=CC=C(C)C=C1 (1-chloroethyl-tosylate). Solvent: CN(C)C=O (DMF). Conditions: time 8 hour. The product is C(C)(C)(C)OC(=O)N1CCN(CC1)C1=NC=NC2=CC(=C(C=C12)OC)OCCCl (tert-butyl-4-[6-methoxy-7-(2-chloroethoxy)quinazolin-4-yl]piperazinecarboxylate), desired product. Yield: 40.0%. RXN SMILES: [OH:1][C:2]1[CH:11]=[C:10]2[C:5]([C:6]([N:12]3[CH2:17][CH2:16][N:15]([C:18]([O:20][C:21]([CH3:24])([CH3:23])[CH3:22])=[O:19])[CH2:14][CH2:13]3)=[N:7][CH:8]=[N:9]2)=[CH:4][C:3]=1[O:25][CH3:26].C([O-])([O-])=O.[Cs+].[Cs+].[Cl:33][CH:34](OS(C1C=CC(C)=CC=1)(=O)=O)[CH3:35]>CN(C=O)C>[C:21]([O:20][C:18]([N:15]1[CH2:16][CH2:17][N:12]([C:6]2[C:5]3[C:10](=[CH:11][C:2]([O:1][CH2:35][CH2:34][Cl:33])=[C:3]([O:25][CH3:26])[CH:4]=3)[N:9]=[CH:8][N:7]=2)[CH2:13][CH2:14]1)=[O:19])([CH3:22])([CH3:23])[CH3:24] |f:1.2.3|. Reported procedure: To the DMF solution (10 mL) of tert-butyl 4-(7-hydroxy-6-methoxyquinazolin-4-yl)piperazinecarboxylate (1.8 g, 5 mmol), Cs2CO3 (3.3 g, 10 mmol) added 1-chloroethyl-tosylate (1.8 mL, 10 mmol). The mixture was stirred overnight at room temperature. The solvent was evaporated and the crude residue was purified by RP-HPLC (reverse-phase high performance liquid chromatography) to afford the intermediate tert-butyl-4-[6-methoxy-7-(2-chloroethoxy)quinazolin-4-yl]piperazinecarboxylate as the desired prod... Reactants: COC(CCCCCC1=NN(C2=C1CCC2)C2=CC=C(C=C2)F)=O (1-(4-Fluorophenyl)-1,4,5,6-tetrahydro-3-cyclopentapyrazole-hexanoic acid methyl ester), [OH-].[Na+] (sodium hydroxide). Yield: 81.4%. Solvent: CO (methanol). Reported procedure: A solution of the compound of Example 30 (1.3 g, 4 mmol) in methanol (120 ml) was treated with 1N sodium hydroxide (40 ml) and reacted at ambient temperature for 7 hours. The solution was concentrated, cooled, and acidified. The precipitate was extracted into ethyl acetate, dried and evaporated. The residue was crystallized from ethanol to yield pure title compound (1.03 g), m.p. 64°-67° C. RXN SMILES: C[O:2][C:3](=[O:24])[CH2:4][CH2:5][CH2:6][CH2:7][CH2:8][C:9]1[C:13]2[CH2:14][CH2:15][CH2:16][C:12]=2[N:11]([C:17]2[CH:22]=[CH:21][C:20]([F:23])=[CH:19][CH:18]=2)[N:10]=1.[OH-].[Na+]>CO>[F:23][C:20]1[CH:19]=[CH:18][C:17]([N:11]2[C:12]3[CH2:16][CH2:15][CH2:14][C:13]=3[C:9]([CH2:8][CH2:7][CH2:6][CH2:5][CH2:4][C:3]([OH:24])=[O:2])=[N:10]2)=[CH:22][CH:21]=1 |f:1.2|. Yields the product FC1=CC=C(C=C1)N1N=C(C2=C1CCC2)CCCCCC(=O)O (1-(4-Fluorophenyl)-1,4,5,6-tetrahydro-3-cyclopentapyrazole-hexanoic acid). Starting materials: C(C)(=O)O.NN (hydrazine acetate), BrC1=CC2=C(N(C(=N2)CCC(=O)C2=CC(=CC=C2)F)CC)C=C1 (3-(5-Bromo-1-ethyl-1H-benzoimidazol-2-yl)-1-(3-fluoro-phenyl)-propan-1-one), CN(C)C(N(C)C)N(C)C (tris(dimethylamino)methane). The solvent is CCO (EtOH). Reaction conditions: temperature 60 celsius. The product is BrC1=CC2=C(N(C(=N2)CC=2C(=NNC2)C2=CC(=CC=C2)F)CC)C=C1 (5-bromo-1-ethyl-2-[3-(3-fluoro-phenyl)-1H-pyrazol-4-ylmethyl]-1H-benzoimidazole). Reaction SMILES: [Br:1][C:2]1[CH:23]=[CH:22][C:5]2[N:6]([CH2:20][CH3:21])[C:7]([CH2:9][CH2:10][C:11]([C:13]3[CH:18]=[CH:17][CH:16]=[C:15]([F:19])[CH:14]=3)=O)=[N:8][C:4]=2[CH:3]=1.CN(C([N:31]([CH3:33])C)N(C)C)C.C(O)(=O)C.[NH2:38]N>CCO>[Br:1][C:2]1[CH:23]=[CH:22][C:5]2[N:6]([CH2:20][CH3:21])[C:7]([CH2:9][C:10]3[C:11]([C:13]4[CH:18]=[CH:17][CH:16]=[C:15]([F:19])[CH:14]=4)=[N:38][NH:31][CH:33]=3)=[N:8][C:4]=2[CH:3]=1 |f:2.3|. Procedure: A mixture of 3-(5-Bromo-1-ethyl-1H-benzoimidazol-2-yl)-1-(3-fluoro-phenyl)-propan-1-one (0.1 g, 0.27 mmol) and tris(dimethylamino)methane (0.077 g, 0.54 mmol) is heated at 60° C. in a sealed tube for 6 hours. The volatile material is removed in vacuo. EtOH (5 mL) and hydrazine acetate (1.1 mmol) are added to the residue. The mixture is heated at 120° C. for 2 hours. The solvent is removed. NaHCO3 (aq.) (10 mL) and DCM (30 mL) are added to the residue. The organic layer is separated and the aqueo... Starting materials: CCOC=NC#N, Cc1nc(-c2ccc(N)cc2)c[nH]1, CCO. The product is Cc1nc(-c2ccc(N=CNC#N)cc2)c[nH]1. As a reaction SMILES: [C:14](#[N:15])[N:16]=[CH:17][O:18][CH2:19][CH3:20].[CH3:1][c:2]1[nH:3][cH:4][c:5](-[c:7]2[cH:8][cH:9][c:10]([NH2:13])[cH:11][cH:12]2)[n:6]1.[CH3:21][CH2:22][OH:23]>>[CH3:1][c:2]1[nH:3][cH:4][c:5](-[c:7]2[cH:8][cH:9][c:10]([N:13]=[CH:17][NH:16][C:14]#[N:15])[cH:11][cH:12]2)[n:6]1.